This data is from the Open Reaction Database (ORD), a public repository of structured organic reaction records. The task is: describe an organic reaction: reactants, conditions, products, and yield Starting materials: C(C)[C@H](C1=CC=CC=C1)N ((R)-α-ethylbenzylamine), C(C)(C)(C)OC(=O)C1=C(C=CC=C1)C1=CC=C(C=C1)CN1C(=C(C2=CC(=CC=C12)C(=O)O)C)C (1-((2′-(tert-butoxycarbonyl)biphenyl-4-yl)methyl)-2,3-dimethyl-1H-indole-5-carboxylic acid). Product: CC=1N(C2=CC=C(C=C2C1C)C(N[C@H](CC)C1=CC=CC=C1)=O)CC1=CC=C(C=C1)C=1C(=CC=CC1)C(=O)O ((R)-4′-((2,3-dimethyl-5-(1-phenylpropylcarbamoyl)-1H-indol-1-yl)methyl)biphenyl-2-carboxylic acid). As a reaction SMILES: [CH2:1]([C@@H:3]([NH2:10])[C:4]1[CH:9]=[CH:8][CH:7]=[CH:6][CH:5]=1)[CH3:2].C([O:15][C:16]([C:18]1[CH:23]=[CH:22][CH:21]=[CH:20][C:19]=1[C:24]1[CH:29]=[CH:28][C:27]([CH2:30][N:31]2[C:39]3[C:34](=[CH:35][C:36]([C:40](O)=[O:41])=[CH:37][CH:38]=3)[C:33]([CH3:43])=[C:32]2[CH3:44])=[CH:26][CH:25]=1)=[O:17])(C)(C)C>>[CH3:44][C:32]1[N:31]([CH2:30][C:27]2[CH:28]=[CH:29][C:24]([C:19]3[C:18]([C:16]([OH:17])=[O:15])=[CH:23][CH:22]=[CH:21][CH:20]=3)=[CH:25][CH:26]=2)[C:39]2[C:34]([C:33]=1[CH3:43])=[CH:35][C:36]([C:40](=[O:41])[NH:10][C@@H:3]([C:4]1[CH:9]=[CH:8][CH:7]=[CH:6][CH:5]=1)[CH2:1][CH3:2])=[CH:37][CH:38]=2. Reported procedure: The title compound was prepared following the same general protocol as described in Steps 8-9, Example 1, using (R)-α-ethylbenzylamine and 1-((2′-(tert-butoxycarbonyl)biphenyl-4-yl)methyl)-2,3-dimethyl-1H-indole-5-carboxylic acid. Starting materials: CC1CN(c2c(F)c(F)c3c(=O)c(C(=O)O)cn(C4CC4)c3c2F)CCN1, N. Product: CC1CN(c2c(F)c(N)c3c(=O)c(C(=O)O)cn(C4CC4)c3c2F)CCN1. Reaction SMILES: [CH:1]1([n:4]2[cH:5][c:6]([C:25](=[O:26])[OH:27])[c:7](=[O:24])[c:8]3[c:9]([F:23])[c:10]([F:22])[c:11]([N:15]4[CH2:16][CH:17]([CH3:21])[NH:18][CH2:19][CH2:20]4)[c:12]([F:14])[c:13]23)[CH2:2][CH2:3]1.[NH3:28]>>[CH:1]1([n:4]2[cH:5][c:6]([C:25](=[O:26])[OH:27])[c:7](=[O:24])[c:8]3[c:9]([NH2:28])[c:10]([F:22])[c:11]([N:15]4[CH2:16][CH:17]([CH3:21])[NH:18][CH2:19][CH2:20]4)[c:12]([F:14])[c:13]23)[CH2:2][CH2:3]1. Reactants: C(C)(C)(C)OC(=O)N1C(OC(C1CC1=CC=CC=C1)CC1C(CC(CC1)=O)C(=O)OC)(C)C (4-benzyl-5-(2-methoxycarbonyl-4-oxo-cyclohexylmethyl)-2,2-dimethyl-oxazolidine-3-carboxylic acid tert-butyl ester), [OH-].[Li+] (lithium hydroxide). Run in C(C)(=O)OCC (ethyl acetate), O1CCCC1 (tetrahydrofuran). Reaction conditions: time 6 hour. The product is C(C)(C)(C)OC(=O)N1C(OC(C1CC1=CC=CC=C1)CC1C(CC(CC1)=O)C(=O)O)(C)C (4-benzyl-5-(2-carboxy-4-oxo-cyclohexylmethyl)-2,2-dimethyl-oxazolidine-3-carboxylic acid tert-butyl ester). Isolated yield 94.6%. As a reaction SMILES: [C:1]([O:5][C:6]([N:8]1[CH:12]([CH2:13][C:14]2[CH:19]=[CH:18][CH:17]=[CH:16][CH:15]=2)[CH:11]([CH2:20][CH:21]2[CH2:26][CH2:25][C:24](=[O:27])[CH2:23][CH:22]2[C:28]([O:30]C)=[O:29])[O:10][C:9]1([CH3:33])[CH3:32])=[O:7])([CH3:4])([CH3:3])[CH3:2].[OH-].[Li+]>O1CCCC1.C(OCC)(=O)C>[C:1]([O:5][C:6]([N:8]1[CH:12]([CH2:13][C:14]2[CH:19]=[CH:18][CH:17]=[CH:16][CH:15]=2)[CH:11]([CH2:20][CH:21]2[CH2:26][CH2:25][C:24](=[O:27])[CH2:23][CH:22]2[C:28]([OH:30])=[O:29])[O:10][C:9]1([CH3:33])[CH3:32])=[O:7])([CH3:4])([CH3:2])[CH3:3] |f:1.2|. Procedure: A solution of 4-benzyl-5-(2-methoxycarbonyl-4-oxo-cyclohexylmethyl)-2,2-dimethyl-oxazolidine-3-carboxylic acid tert-butyl ester (1.81 g, 3.94 mmol) in dry tetrahydrofuran (24 ml) was treated with 1M aqueous lithium hydroxide solution (8 ml 7.88 mM). The resulting mixture was stirred at room temperature for 6 hours then diluted with ethyl acetate, washed with a 1:1 mixture of brine and 1 M hydrochloric acid, dried (anhydrous magnesium sulfate) and concentrated in vacuo to give 4-benzyl-5-(2-carbo... Reactants: C(C)(C)(C)OC(=O)N1[C@H](CN(CC1)C(=O)OCC1=CC=CC=C1)CC(=O)OC ((S)-2-Methoxycarbonylmethyl-piperazine-1,4-dicarboxylic acid 4-benzyl ester 1-tert-butyl ester). The reagents and catalysts are [Pd] (palladium on charcoal). Yields the product C(C)(C)(C)OC(=O)N1[C@H](CNCC1)CC(=O)OC ((S)-2-Methoxycarbonylmethyl-piperazine-1-carboxylic acid tert-butyl ester). Isolated yield 97.6%. RXN SMILES: [C:1]([O:5][C:6]([N:8]1[CH2:13][CH2:12][N:11](C(OCC2C=CC=CC=2)=O)[CH2:10][C@@H:9]1[CH2:24][C:25]([O:27][CH3:28])=[O:26])=[O:7])([CH3:4])([CH3:3])[CH3:2]>[Pd]>[C:1]([O:5][C:6]([N:8]1[CH2:13][CH2:12][NH:11][CH2:10][C@@H:9]1[CH2:24][C:25]([O:27][CH3:28])=[O:26])=[O:7])([CH3:4])([CH3:3])[CH3:2]. Reported procedure: To the compound of step 2 (2.317 g, 5.90 mmol) in 40 ml of MOH was added 0.063 g of 10% palladium on charcoal and the mixture was hydrogenated under a hydrogen pressure of 4 bar for 45 min at room temperature. The catalyst was filtered off and the filtrate evaporated to dryness under reduced pressure. 1.488 g of the title compound were obtained as a pale grey oil. Reactants: Cl.C(C1=CC=CC=C1)OC(=O)N(C1=CC=C(C=C1)Cl)CC1NCCC2=CC(=C(C=C12)OCC1=CC=CC=C1)OCC1=CC=CC=C1 (1-(N-benzyloxycarbonyl-p-chloroanilinomethyl)-6,7-dibenzyloxy-1,2,3,4-tetrahydroisoquinoline hydrochloride), Cl (hydrochloric acid). The solvent is C(C)(=O)O (acetic acid). Run at temperature 100 celsius. The product is Cl.ClC1=CC=C(NCC2NCCC3=CC(=C(C=C23)O)O)C=C1 (1-(p-chloroanilinomethyl)-6,7-dihydroxy-1,2,3,4-tetrahydroisoquinoline hydrochloride). As a reaction SMILES: Cl.C(OC([N:12]([CH2:20][CH:21]1[C:30]2[C:25](=[CH:26][C:27]([O:39]CC3C=CC=CC=3)=[C:28]([O:31]CC3C=CC=CC=3)[CH:29]=2)[CH2:24][CH2:23][NH:22]1)[C:13]1[CH:18]=[CH:17][C:16]([Cl:19])=[CH:15][CH:14]=1)=O)C1C=CC=CC=1.Cl>C(O)(=O)C>[ClH:19].[Cl:19][C:16]1[CH:15]=[CH:14][C:13]([NH:12][CH2:20][CH:21]2[C:30]3[C:25](=[CH:26][C:27]([OH:39])=[C:28]([OH:31])[CH:29]=3)[CH2:24][CH2:23][NH:22]2)=[CH:18][CH:17]=1 |f:0.1,4.5|. Procedure details: A mixture of 1-(N-benzyloxycarbonyl-p-chloroanilinomethyl)-6,7-dibenzyloxy-1,2,3,4-tetrahydroisoquinoline hydrochloride (1.1 g), acetic acid (11 ml) and conc. hydrochloric acid (11 ml) was heated for 2 hours at 100° C. The reaction mixture was concentrated to dryness under reduced pressure and the residue was washed with ethyl acetate and ether and pulverized to give crude 1-(p-chloroanilinomethyl)-6,7-dihydroxy-1,2,3,4-tetrahydroisoquinoline hydrochloride. The product was converted into its p-t...